Task: describe an organic reaction: reactants, conditions, products, and yield. Dataset: the Open Reaction Database (ORD), a public repository of structured organic reaction records Reactants: COc1ccc(C(C)=O)cc1 (effective_coupling_partner), COC(=O)[C@H](Cc1ccc(OC(=O)C(C)(C)C)cc1)N(C(=O)C(C)(C)C)c2ccccc2 (substrate). Reagents/catalysts: dcypt. Reaction conditions: temperature 150 celsius, time 24 hour. Product: COC(=O)[C@H](Cc2ccc(CC(=O)c1ccc(OC)cc1)cc2)N(C(=O)C(C)(C)C)c3ccccc3.